From a dataset of the Open Reaction Database (ORD), a public repository of structured organic reaction records. describe an organic reaction: reactants, conditions, products, and yield The reactants are COC(C(=O)NC1CSc2ccccc2N(Cc2ccccc2)C1=O)C1OC(C)(C)OC(C=CC(C)(C)C)C1O, C1CCOC1, Cl, [Na+], [OH-]. Product: COC(C(=O)NC1CSc2ccccc2N(Cc2ccccc2)C1=O)C(O)C(O)C(O)C=CC(C)(C)C. Reaction SMILES: [CH2:1]([c:2]1[cH:3][cH:4][cH:5][cH:6][cH:7]1)[N:8]1[C:9](=[O:40])[CH:10]([NH:19][C:20]([CH:21]([O:22][CH3:23])[CH:24]2[O:25][C:26]([CH3:37])([CH3:38])[O:27][CH:28]([CH:31]=[CH:32][C:33]([CH3:34])([CH3:35])[CH3:36])[CH:29]2[OH:30])=[O:39])[CH2:11][S:12][c:13]2[c:14]1[cH:15][cH:16][cH:17][cH:18]2.[CH2:43]1[O:44][CH2:45][CH2:46][CH2:47]1.[ClH:48].[Na+:42].[OH-:41]>>[CH2:1]([c:2]1[cH:3][cH:4][cH:5][cH:6][cH:7]1)[N:8]1[C:9](=[O:40])[CH:10]([NH:19][C:20]([CH:21]([O:22][CH3:23])[CH:24]([OH:25])[CH:29]([CH:28]([OH:27])[CH:31]=[CH:32][C:33]([CH3:34])([CH3:35])[CH3:36])[OH:30])=[O:39])[CH2:11][S:12][c:13]2[c:14]1[cH:15][cH:16][cH:17][cH:18]2. The reactants are O=C([O-])[O-], N#Cc1ccc(OCCCCCBr)cc1, CN(C)C=O, [Cs+], [Cs+], CC(C)N(C(=O)c1ccc(O)cc1O)C(C)C. Product: CC(C)N(C(=O)c1ccc(OCCCCCOc2ccc(C#N)cc2)cc1O)C(C)C. RXN SMILES: [C:18](=[O:19])([O-:20])[O-:21].[C:24](#[N:25])[c:26]1[cH:27][cH:28][c:29]([O:30][CH2:31][CH2:32][CH2:33][CH2:34][CH2:35][Br:36])[cH:37][cH:38]1.[CH3:39][N:40]([CH3:41])[CH:42]=[O:43].[Cs+:22].[Cs+:23].[OH:1][c:2]1[c:3]([C:4](=[O:5])[N:6]([CH:7]([CH3:8])[CH3:9])[CH:10]([CH3:11])[CH3:12])[cH:13][cH:14][c:15]([OH:17])[cH:16]1>>[OH:1][c:2]1[c:3]([C:4](=[O:5])[N:6]([CH:7]([CH3:8])[CH3:9])[CH:10]([CH3:11])[CH3:12])[cH:13][cH:14][c:15]([O:17][CH2:35][CH2:34][CH2:33][CH2:32][CH2:31][O:30][c:29]2[cH:28][cH:27][c:26]([C:24]#[N:25])[cH:38][cH:37]2)[cH:16]1.